This data is from the Open Reaction Database (ORD), a public repository of structured organic reaction records. The task is: describe an organic reaction: reactants, conditions, products, and yield Starting materials: [N+](=O)([O-])C=1C=C(C=CC1OC)C=1OC2=C(N1)C=C(C=C2)Br (2-(3-nitro-4-methoxyphenyl)-5-bromobenzoxazole), FC(OC1=CC=C(C=C1)B(O)O)(F)F (4-trifluoromethoxyphenylboronic acid). Yields the product [N+](=O)([O-])C=1C=C(C=CC1OC)C=1OC2=C(N1)C=C(C=C2)C2=CC=C(C=C2)OC(F)(F)F (2-(3-Nitro-4-methoxyphenyl)-5-(4-trifluoromethoxyphenyl)benzoxazole). As a reaction SMILES: [N+:1]([C:4]1[CH:5]=[C:6]([C:12]2[O:13][C:14]3[CH:20]=[CH:19][C:18](Br)=[CH:17][C:15]=3[N:16]=2)[CH:7]=[CH:8][C:9]=1[O:10][CH3:11])([O-:3])=[O:2].[F:22][C:23]([F:35])([F:34])[O:24][C:25]1[CH:30]=[CH:29][C:28](B(O)O)=[CH:27][CH:26]=1>>[N+:1]([C:4]1[CH:5]=[C:6]([C:12]2[O:13][C:14]3[CH:20]=[CH:19][C:18]([C:28]4[CH:27]=[CH:26][C:25]([O:24][C:23]([F:22])([F:34])[F:35])=[CH:30][CH:29]=4)=[CH:17][C:15]=3[N:16]=2)[CH:7]=[CH:8][C:9]=1[O:10][CH3:11])([O-:3])=[O:2]. Reported procedure: Prepared by the method of Example 15d), from 2-(3-nitro-4-methoxyphenyl)-5-bromobenzoxazole (200 mg, 0.57 mmol) and 4-trifluoromethoxyphenylboronic acid (177 mg, 0.86 mmol) the subtitle compound was obtained, (119 mg, 48%). 1H NMR (DMSO) δ 8.70(s, 1H), 8.52(d, 1H), 8.16(s, 1H), 7.93(d, 3H), 7.81(d, 2H), 7.68(d, 1H), 7.55(d, 1H), 4.12(s, 3H). MS 431 m/z (M+H)+. Starting materials: CCC(CC)C(Nc1ccc(C(=O)OC)cc1)c1oc2ccc(OC)cc2c1C, CCO, [Na+], C1CCOC1, [OH-]. The product is CCC(CC)C(Nc1ccc(C(=O)O)cc1)c1oc2ccc(OC)cc2c1C. As a reaction SMILES: [CH2:1]([CH3:2])[CH:3]([CH:4]([c:5]1[o:6][c:7]2[c:8]([c:9]1[CH3:10])[cH:11][c:12]([O:15][CH3:16])[cH:13][cH:14]2)[NH:17][c:18]1[cH:19][cH:20][c:21]([C:22](=[O:23])[O:24][CH3:25])[cH:26][cH:27]1)[CH2:28][CH3:29].[CH3:37][CH2:38][OH:39].[Na+:36].[O:30]1[CH2:31][CH2:32][CH2:33][CH2:34]1.[OH-:35]>>[CH2:1]([CH3:2])[CH:3]([CH:4]([c:5]1[o:6][c:7]2[c:8]([c:9]1[CH3:10])[cH:11][c:12]([O:15][CH3:16])[cH:13][cH:14]2)[NH:17][c:18]1[cH:19][cH:20][c:21]([C:22](=[O:23])[OH:24])[cH:26][cH:27]1)[CH2:28][CH3:29]. The reactants are CCCCc1c(CBr)nc(Cl)nc1-c1ccccc1, COC(=O)c1ccc(CNCc2ccc3c(c2)OCCO3)cc1, CC#N, [K+], [K+], O=C([O-])[O-]. Product: CCCCc1c(CN(Cc2ccc(C(=O)OC)cc2)Cc2ccc3c(c2)OCCO3)nc(Cl)nc1-c1ccccc1. As a reaction SMILES: [Br:1][CH2:2][c:3]1[n:4][c:5]([Cl:19])[n:6][c:7](-[c:13]2[cH:14][cH:15][cH:16][cH:17][cH:18]2)[c:8]1[CH2:9][CH2:10][CH2:11][CH3:12].[CH3:20][O:21][C:22]([c:23]1[cH:24][cH:25][c:26]([CH2:29][NH:30][CH2:31][c:32]2[cH:33][c:34]3[c:35]([cH:40][cH:41]2)[O:36][CH2:37][CH2:38][O:39]3)[cH:27][cH:28]1)=[O:42].[CH3:49][C:50]#[N:51].[K+:43].[K+:44].[O-:45][C:46]([O-:47])=[O:48]>>[CH2:2]([c:3]1[n:4][c:5]([Cl:19])[n:6][c:7](-[c:13]2[cH:14][cH:15][cH:16][cH:17][cH:18]2)[c:8]1[CH2:9][CH2:10][CH2:11][CH3:12])[N:30]([CH2:29][c:26]1[cH:25][cH:24][c:23]([C:22]([O:21][CH3:20])=[O:42])[cH:28][cH:27]1)[CH2:31][c:32]1[cH:33][c:34]2[c:35]([cH:40][cH:41]1)[O:36][CH2:37][CH2:38][O:39]2. Reactants: C(C)OC(=O)C1=C(OC2=CC3=C(NC(=N3)C3=NC=CC=C3)C=C2OC2=CC=C(C=C2)S(=O)(=O)C)C=CC=C1 (5-(2-Ethoxycarbonyl-phenoxy)-6-(4-methanesulfonyl-phenoxy)-2-pyridin-2-yl-1H-benzimidazole), CN(C(C1=C(C=CC=C1)O)=O)C (2-hydroxybenzoic acid dimethylamide). The product is CN(C(=O)C1=C(OC2=CC3=C(NC(=N3)C3=NC=CC=C3)C=C2OC2=CC=C(C=C2)S(=O)(=O)C)C=CC=C1)C (5-(2-Dimethylcarbamoyl-phenoxy)-6-(4-methanesulfonyl-phenoxy)-2-pyridin-2-yl-1H-benzimidazole). As a reaction SMILES: C([O:3][C:4]([C:6]1[CH:38]=[CH:37][CH:36]=[CH:35][C:7]=1[O:8][C:9]1[C:23]([O:24][C:25]2[CH:30]=[CH:29][C:28]([S:31]([CH3:34])(=[O:33])=[O:32])=[CH:27][CH:26]=2)=[CH:22][C:12]2[NH:13][C:14]([C:16]3[CH:21]=[CH:20][CH:19]=[CH:18][N:17]=3)=[N:15][C:11]=2[CH:10]=1)=O)C.[CH3:39][N:40](C)[C:41](=O)C1C=CC=CC=1O>>[CH3:39][N:40]([CH3:41])[C:4]([C:6]1[CH:38]=[CH:37][CH:36]=[CH:35][C:7]=1[O:8][C:9]1[C:23]([O:24][C:25]2[CH:30]=[CH:29][C:28]([S:31]([CH3:34])(=[O:33])=[O:32])=[CH:27][CH:26]=2)=[CH:22][C:12]2[NH:13][C:14]([C:16]3[CH:21]=[CH:20][CH:19]=[CH:18][N:17]=3)=[N:15][C:11]=2[CH:10]=1)=[O:3]. Reported procedure: The entitled compound was obtained in the same method as in Example 14 or in accordance with the method or by combining it with an ordinary method but using 4-fluoro-5-(4-methanesulfonyl-phenoxy)-2-nitro-phenylamine obtained in Example 14 and 2-hydroxybenzoic acid dimethylamide in order. Starting materials: FC(C1=NC=2C(NC3=C(NC2S1)C=CC=C3)=S)(F)F (2-trifluoromethyl-4,9-dihydro-3-thia-1,4,9-triaza-benzo[f]azulene-10-thione), FC=1C=C(C=CC1)CC[C@@H]1NCCNC1 ((S)-2-[2-(3-fluoro-phenyl)-ethyl]-piperazine), FC(S(=O)(=O)OC)(F)F (methyl trifluoromethanesulfonate), intermediate. Product: FC=1C=C(C=CC1)CC[C@H]1CN(CCN1)C1=NC2=C(NC=3SC(=NC13)C(F)(F)F)C=CC=C2 ((S)-10-{3-[2-(3-Fluoro-phenyl)-ethyl]-piperazin-1-yl}-2-trifluoromethyl-4H-3-thia-1,4,9-triaza-benzo[f]azulene). The yield is 52.9%. Reaction SMILES: [F:1][C:2]([F:19])([F:18])[C:3]1[S:12][C:11]2[NH:10][C:9]3[CH:13]=[CH:14][CH:15]=[CH:16][C:8]=3[NH:7][C:6](=S)[C:5]=2[N:4]=1.FC(F)(F)S(OC)(=O)=O.[F:29][C:30]1[CH:31]=[C:32]([CH2:36][CH2:37][C@H:38]2[CH2:43][NH:42][CH2:41][CH2:40][NH:39]2)[CH:33]=[CH:34][CH:35]=1>>[F:29][C:30]1[CH:31]=[C:32]([CH2:36][CH2:37][C@@H:38]2[NH:39][CH2:40][CH2:41][N:42]([C:6]3[C:5]4[N:4]=[C:3]([C:2]([F:19])([F:18])[F:1])[S:12][C:11]=4[NH:10][C:9]4[CH:13]=[CH:14][CH:15]=[CH:16][C:8]=4[N:7]=3)[CH2:43]2)[CH:33]=[CH:34][CH:35]=1. Procedure: Following a method similar as described in Example 484, using 2-trifluoromethyl-4,9-dihydro-3-thia-1,4,9-triaza-benzo[f]azulene-10-thione (4.025 g, 13.36 mmol) and methyl trifluoromethanesulfonate (2.27 mL, 20.0 mmol), to formed the methylated intermediate. Take 1.38 g of this intermediate (3.0 mmol), combine and then (S)-2-[2-(3-fluoro-phenyl)-ethyl]-piperazine (0.62 g, 3.0 mmol), followed by two chromatographic purifications, the first with a pre-packed silica gel column, eluting with a gradie... Reactants: Brc1ncccn1, CC[O-], CCO, NCCCN, [Na+]. The product is NCCCNc1ncccn1. Reaction SMILES: [Br:1][c:2]1[n:3][cH:4][cH:5][cH:6][n:7]1.[CH3:14][CH2:15][O-:16].[CH3:17][CH2:18][OH:19].[NH2:8][CH2:9][CH2:10][CH2:11][NH2:12].[Na+:13]>>[c:2]1([NH:12][CH2:11][CH2:10][CH2:9][NH2:8])[n:3][cH:4][cH:5][cH:6][n:7]1. Reactants: N-benzyloxycarbonyl-(D,L)valine, NC1=NNC2=NC=NC(=C21)NC2=CC(=CC=C2)Cl (3-amino-4-(3-chloro-phenylamino)-1H-pyrazolo[3,4-d]pyrimidine), CN1CCOCC1 (NMM), ClC(=O)OCC(C)C (isobutyl chloroformate). Solvent: C1CCOC1 (THF). Product: C(C1=CC=CC=C1)OC(=O)N[C@@H](C(C)C)C(=O)NC1=NNC2=NC=NC(=C21)NC2=CC(=CC=C2)Cl (rac.-3-([N-benzyloxycarbonyl-valyl]-amino)-4-(3-chlorophenylamino)-1H-pyrazolo[3,4-d]pyrimidine). Reaction SMILES: C[N:2]1[CH2:7][CH2:6][O:5]CC1.Cl[C:9]([O:11][CH2:12][CH:13]([CH3:15])[CH3:14])=[O:10].[NH2:16][C:17]1[C:25]2[C:20](=[N:21][CH:22]=[N:23][C:24]=2[NH:26][C:27]2[CH:32]=[CH:31][CH:30]=[C:29]([Cl:33])[CH:28]=2)[NH:19][N:18]=1>C1COCC1>[CH2:12]([O:11][C:9]([NH:2][C@H:7]([C:6]([NH:16][C:17]1[C:25]2[C:20](=[N:21][CH:22]=[N:23][C:24]=2[NH:26][C:27]2[CH:32]=[CH:31][CH:30]=[C:29]([Cl:33])[CH:28]=2)[NH:19][N:18]=1)=[O:5])[CH:27]([CH3:32])[CH3:28])=[O:10])[C:13]1[CH:15]=[CH:20][CH:25]=[CH:24][CH:14]=1. Procedure: Analogously to Example 5, 386 mg (1.53 mmol) of N-benzyloxycarbonyl-(D,L)valine in 3.2 ml of THF and 337 μl (3.07 mmol) of NMM are activated with 219 μl (1.68 mmol) of isobutyl chloroformate and then reacted with 400 mg (1.53 mmol) of 3-amino-4-(3-chloro-phenylamino)-1H-pyrazolo[3,4-d]pyrimidine (see Step 1.6). The reaction mixture is concentrated by evaporation; ethyl acetate is added to the residue and the ethyl acetate suspension is washed with 2N HCl solution, sat. NaHCO3 solution and brine ... Starting materials: O (water), C(C)(C)(C)C=1C=C(C=O)C=C(C1O)C(C)(C)C (3,5-di-tert-butyl-4-hydroxybenzaldehyde), N1C(=S)NC(=O)C1 (2-thiohydantoin), C(C)(=O)[O-].[Na+] (sodium acetate). Run in C(C)(=O)O (acetic acid). Conditions: time 24 hour. Yields the product CC(C)(C)C=1C=C(C=C(C1O)C(C)(C)C)C=C1C(NC(N1)=S)=O (5-[[3,5-bis(1,1-dimethylethyl)-4-hydroxyphenyl]methylene]-2-thioxo-4-imidazolidinone). Isolated yield 57.8%. RXN SMILES: [C:1]([C:5]1[CH:6]=[C:7]([CH:10]=[C:11]([C:14]([CH3:17])([CH3:16])[CH3:15])[C:12]=1[OH:13])[CH:8]=O)([CH3:4])([CH3:3])[CH3:2].[NH:18]1[CH2:24][C:22](=[O:23])[NH:21][C:19]1=[S:20].C([O-])(=O)C.[Na+].O>C(O)(=O)C>[CH3:4][C:1]([C:5]1[CH:6]=[C:7]([CH:8]=[C:24]2[NH:18][C:19](=[S:20])[NH:21][C:22]2=[O:23])[CH:10]=[C:11]([C:14]([CH3:17])([CH3:16])[CH3:15])[C:12]=1[OH:13])([CH3:2])[CH3:3] |f:2.3|. Procedure: A mixture of 3,5-di-tert-butyl-4-hydroxybenzaldehyde (30.0 g, 128 mmols), 2-thiohydantoin (14.8 g, 128 mmols), and sodium acetate (36 g) in acetic acid (200 ml) is stirred under nitrogen and heated to reflux. After 24 hours the mixture is allowed to cool, and is stirred into water (2 L). After an hour the product is filtered off, washed three times with water, and dried. Recrystallization from acetonitrile gave the 5-[[3,5-bis(1,1-dimethylethyl)-4-hydroxyphenyl]methylene]-2-thioxo-4-imidazolidin... Starting materials: C(C)(=O)OC=1C(=C(C2=C(CC(O2)(C(=O)NC=2C=NC3=C(C=C(C=C3C2C2=C(C=CC=C2)Cl)C)C)C)C1C)C)C (3-(5-acetoxy-2,3-dihydro-2,4,6,7-tetramethylbenzofuran-2-ylcarbonyl)amino-4-(2-chlorophenyl)-6,8-dimethylquinoline), Cl.CO (hydrochloric acid methanol). Run in O (water). Conditions: time 8 hour. The product is ClC1=C(C=CC=C1)C1=C(C=NC2=C(C=C(C=C12)C)C)NC(=O)C1(OC2=C(C1)C(=C(C(=C2C)C)O)C)C (4-(2-chlorophenyl)-3-(2,3-dihydro-5-hydroxy-2,4,6,7-tetramethylbenzofuran-2-ylcarbonyl)amino-6,8-dimethylquinoline). Isolated yield 28.2%. Reaction SMILES: C([O:4][C:5]1[C:6]([CH3:39])=[C:7]([CH3:38])[C:8]2[O:12][C:11]([CH3:35])([C:13]([NH:15][C:16]3[CH:17]=[N:18][C:19]4[C:24]([C:25]=3[C:26]3[CH:31]=[CH:30][CH:29]=[CH:28][C:27]=3[Cl:32])=[CH:23][C:22]([CH3:33])=[CH:21][C:20]=4[CH3:34])=[O:14])[CH2:10][C:9]=2[C:36]=1[CH3:37])(=O)C.Cl.CO>O>[Cl:32][C:27]1[CH:28]=[CH:29][CH:30]=[CH:31][C:26]=1[C:25]1[C:24]2[C:19](=[C:20]([CH3:34])[CH:21]=[C:22]([CH3:33])[CH:23]=2)[N:18]=[CH:17][C:16]=1[NH:15][C:13]([C:11]1([CH3:35])[CH2:10][C:9]2[C:36]([CH3:37])=[C:5]([OH:4])[C:6]([CH3:39])=[C:7]([CH3:38])[C:8]=2[O:12]1)=[O:14] |f:1.2|. Reported procedure: A mixture of 3-(5-acetoxy-2,3-dihydro-2,4,6,7-tetramethylbenzofuran-2-ylcarbonyl)amino-4-(2-chlorophenyl)-6,8-dimethylquinoline (400 mg) and 6.92N-hydrochloric acid-methanol solution (10 ml) was stirred at room temperature for eight hours. After addition of water, the mixture was extracted with ethyl acetate. The ethyl acetate layer was washed with water and dried (MgSO4), then concentrated. The residue was purified by a silica gel column chromatography with hexane-ethyl acetate (3:1,V/V), and t... Reactants: C1(=CC=CC=C1)C1(OC(N2C1CNCC2)=O)C2=CC=CC=C2 (hexahydro-1,1-diphenyl-3H-oxazolo[3,4-a]pyrazin-3-one), O (water), C(C)(C)N(CC)C(C)C (diisopropylethylamine), C(C(=O)C1=CC=CC=C1)Br (phenacyl bromide). Run in O1CCCC1 (tetrahydrofuran). Reaction conditions: time 17 hour. Product: O=C(CN1CC2N(CC1)C(OC2(C2=CC=CC=C2)C2=CC=CC=C2)=O)C2=CC=CC=C2 (Hexahydro-7-(2-oxo-2-phenylethyl)-1,1-diphenyl-3H-oxazolo[3,4-a]pyrazin-3-one). Yield: 65.6%. RXN SMILES: [C:1]1([C:7]2([C:17]3[CH:22]=[CH:21][CH:20]=[CH:19][CH:18]=3)[CH:11]3[CH2:12][NH:13][CH2:14][CH2:15][N:10]3[C:9](=[O:16])[O:8]2)[CH:6]=[CH:5][CH:4]=[CH:3][CH:2]=1.C(N(C(C)C)CC)(C)C.[CH2:32](Br)[C:33]([C:35]1[CH:40]=[CH:39][CH:38]=[CH:37][CH:36]=1)=[O:34].O>O1CCCC1>[O:34]=[C:33]([C:35]1[CH:40]=[CH:39][CH:38]=[CH:37][CH:36]=1)[CH2:32][N:13]1[CH2:14][CH2:15][N:10]2[C:9](=[O:16])[O:8][C:7]([C:1]3[CH:6]=[CH:5][CH:4]=[CH:3][CH:2]=3)([C:17]3[CH:18]=[CH:19][CH:20]=[CH:21][CH:22]=3)[CH:11]2[CH2:12]1. Procedure: To a solution of hexahydro-1,1-diphenyl-3H-oxazolo[3,4-a]pyrazin-3-one (0.10 g, 0.34 mmol) in tetrahydrofuran (2 mL) were sequentially added diisopropylethylamine (0.6 mL) and phenacyl bromide (0.10 g, 0.51 mmol), and the mixture was stirred at room temperature for 17 hours. To the reaction solution was added water, and the mixture was extracted with ethyl acetate. The extract was washed with water and concentrated under reduced pressure. The residue was purified with silica gel column chromatog...